This data is from the Open Reaction Database (ORD), a public repository of structured organic reaction records. The task is: describe an organic reaction: reactants, conditions, products, and yield Starting materials: COC(=O)c1ccc(N2C(=O)OCC2Cc2ccccc2)cc1, C1COCCO1, Cc1ccc(N2CCNCC2)c(C)c1, CO, Cl, [Na+], [OH-]. The product is Cc1ccc(N2CCN(C(=O)c3ccc(N4C(=O)OCC4Cc4ccccc4)cc3)CC2)c(C)c1. RXN SMILES: [CH2:1]([c:2]1[cH:3][cH:4][cH:5][cH:6][cH:7]1)[CH:8]1[N:9]([c:14]2[cH:15][cH:16][c:17]([C:18](=[O:19])[O:20][CH3:21])[cH:22][cH:23]2)[C:10](=[O:13])[O:11][CH2:12]1.[CH2:41]1[O:42][CH2:43][CH2:44][O:45][CH2:46]1.[CH3:27][c:28]1[c:29]([N:35]2[CH2:36][CH2:37][NH:38][CH2:39][CH2:40]2)[cH:30][cH:31][c:32]([CH3:34])[cH:33]1.[CH3:47][OH:48].[ClH:26].[Na+:25].[OH-:24]>>[CH2:1]([c:2]1[cH:3][cH:4][cH:5][cH:6][cH:7]1)[CH:8]1[N:9]([c:14]2[cH:15][cH:16][c:17]([C:18](=[O:19])[N:38]3[CH2:37][CH2:36][N:35]([c:29]4[c:28]([CH3:27])[cH:33][c:32]([CH3:34])[cH:31][cH:30]4)[CH2:40][CH2:39]3)[cH:22][cH:23]2)[C:10](=[O:13])[O:11][CH2:12]1. Reactants: N1(C=NC=C1)C(C1=CC(=C(C=C1)N)[N+](=O)[O-])C1=CC=CC=C1 (4-[(1H-imidazol-1-yl)phenylmethyl]-2-nitrobenzenamine), S1C=CC=C1 (thiophene), N (ammonia), [H][H] (hydrogen). The reagents and catalysts are [Pt] (platinum-on-charcoal). Solvent: CO (methanol), CO (methanol), CO (methanol). Product: N1(C=NC=C1)C(C=1C=C(C(=CC1)N)N)C1=CC=CC=C1 (4-[(1H-imidazol-1-yl)-phenylmethyl]-1,2-benzenediamine). Yield: 99.0%. RXN SMILES: [N:1]1([CH:6]([C:17]2[CH:22]=[CH:21][CH:20]=[CH:19][CH:18]=2)[C:7]2[CH:12]=[CH:11][C:10]([NH2:13])=[C:9]([N+:14]([O-])=O)[CH:8]=2)[CH:5]=[CH:4][N:3]=[CH:2]1.S1C=CC=C1.N.[H][H]>CO.[Pt]>[N:1]1([CH:6]([C:17]2[CH:18]=[CH:19][CH:20]=[CH:21][CH:22]=2)[C:7]2[CH:8]=[C:9]([NH2:14])[C:10]([NH2:13])=[CH:11][CH:12]=2)[CH:5]=[CH:4][N:3]=[CH:2]1. Reported procedure: (a-3) A mixture of 3.4 parts of 4-[(1H-imidazol-1-yl)phenylmethyl]-2-nitrobenzenamine, 1 part of a solution of thiophene in methanol 4%, 80 parts of methanol and 80 parts of methanol saturated with ammonia was hydrogenated at normal pressure and at room temperature with 2 parts of platinum-on-charcoal catalyst 5%. After the calculated amount of hydrogen was taken up, the catalyst was filtered off and the filtrate was evaporated, yielding 2.64 parts (99%) of 4-[(1H-imidazol-1-yl)-phenylmethyl]-1,... The reactants are CCN(C(C)C)C(C)C, CC(C)COC(=O)Cl, OC1CCNCC1. Yields the product CC(C)COC(=O)N1CCC(O)CC1. RXN SMILES: [CH:8]([N:9]([CH:10]([CH3:11])[CH3:12])[CH2:13][CH3:14])([CH3:15])[CH3:16].[Cl:17][C:18](=[O:19])[O:20][CH2:21][CH:22]([CH3:23])[CH3:24].[OH:1][CH:2]1[CH2:3][CH2:4][NH:5][CH2:6][CH2:7]1>>[OH:1][CH:2]1[CH2:3][CH2:4][N:5]([C:18](=[O:19])[O:20][CH2:21][CH:22]([CH3:23])[CH3:24])[CH2:6][CH2:7]1. Reactants: CN(C)C=O, CCOC(C)=O, CC(C)[Si](Cl)(C(C)C)C(C)C, Cc1cc2c(Cl)ccnc2[nH]1, [H-], [Na+]. The product is Cc1cc2c(Cl)ccnc2n1[Si](C(C)C)(C(C)C)C(C)C. RXN SMILES: [CH3:25][N:26]([CH3:27])[CH:28]=[O:29].[CH3:30][CH2:31][O:32][C:33](=[O:34])[CH3:35].[CH:14]([CH3:15])([CH3:16])[Si:17]([CH:18]([CH3:19])[CH3:20])([CH:21]([CH3:22])[CH3:23])[Cl:24].[Cl:1][c:2]1[c:3]2[c:4]([n:5][cH:6][cH:7]1)[nH:8][c:9]([CH3:11])[cH:10]2.[H-:13].[Na+:12]>>[Cl:1][c:2]1[c:3]2[c:4]([n:5][cH:6][cH:7]1)[n:8]([Si:17]([CH:14]([CH3:15])[CH3:16])([CH:18]([CH3:19])[CH3:20])[CH:21]([CH3:22])[CH3:23])[c:9]([CH3:11])[cH:10]2. Reactants: COC(CNCC1=CC=CC=C1)=O (benzyl glycine methyl ester), C(C)(C)(C)C1=CC=C(OC2=CC=C3C=C(N=C(C3=C2)CC2CCCC2)C(=O)Cl)C=C1 (7-(4-tert-butyl-phenoxy)-1-cyclopentylmethyl-isoquinoline-3-carbonyl chloride). Product: C(C1=CC=CC=C1)N(C(=O)C=1N=C(C2=CC(=CC=C2C1)OC1=CC=C(C=C1)C(C)(C)C)CC1CCCC1)CC(=O)O ({Benzyl-[7-(4-tert-butyl-phenoxy)-1-cyclopentylmethyl-isoquinoline-3-carbonyl]-amino}-acetic acid). Yield: 70.8%. Reaction SMILES: C[O:2][C:3](=[O:13])[CH2:4][NH:5][CH2:6][C:7]1[CH:12]=[CH:11][CH:10]=[CH:9][CH:8]=1.[C:14]([C:18]1[CH:43]=[CH:42][C:21]([O:22][C:23]2[CH:32]=[C:31]3[C:26]([CH:27]=[C:28]([C:39](Cl)=[O:40])[N:29]=[C:30]3[CH2:33][CH:34]3[CH2:38][CH2:37][CH2:36][CH2:35]3)=[CH:25][CH:24]=2)=[CH:20][CH:19]=1)([CH3:17])([CH3:16])[CH3:15]>>[CH2:6]([N:5]([CH2:4][C:3]([OH:2])=[O:13])[C:39]([C:28]1[N:29]=[C:30]([CH2:33][CH:34]2[CH2:35][CH2:36][CH2:37][CH2:38]2)[C:31]2[C:26]([CH:27]=1)=[CH:25][CH:24]=[C:23]([O:22][C:21]1[CH:42]=[CH:43][C:18]([C:14]([CH3:16])([CH3:17])[CH3:15])=[CH:19][CH:20]=1)[CH:32]=2)=[O:40])[C:7]1[CH:12]=[CH:11][CH:10]=[CH:9][CH:8]=1. Procedure: The title compound (39 mg) was prepared following the same procedures that was described for example 432 from benzyl glycine methyl ester (17.9 mg, 0.1 mmol) and 7-(4-tert-butyl-phenoxy)-1-cyclopentylmethyl-isoquinoline-3-carbonyl chloride (46 mg, 0.1 mmol). Starting materials: O.[OH-].[Li+] (lithium hydroxide monohydrate), hexanes ethyl acetate, C(C)(C)(C)OC(N[C@H](C(C)C)C=NC1=C(C=CC(=C1)Cl)C(NCC1=CC=CC=C1)=O)=O ((R)-{1-[(2-benzylcarbamoyl-5-chloro-phenylimino)-methyl]-2-methyl-propyl}-carbamic acid tert-butyl ester), Formula 106, Cl (hydrochloric acid). Run in O1CCOCC1.C(CO)O (1,4-dioxane ethylene glycol). Reaction conditions: time 1 hour. Product: Formula 107, C(C)(C)(C)OC(N[C@H](C(C)C)C1=NC2=CC(=CC=C2C(N1CC1=CC=CC=C1)=O)Cl)=O ((R)-[1-(3-benzyl-7-chloro-4-oxo-3,4-dihydro-quinazolin-2-yl)-2-methylpropyl]-carbamic acid tert-butyl ester). RXN SMILES: [C:1]([O:5][C:6](=[O:31])[NH:7][C@@H:8]([CH:12]=[N:13][C:14]1[CH:19]=[C:18]([Cl:20])[CH:17]=[CH:16][C:15]=1[C:21](=[O:30])[NH:22][CH2:23][C:24]1[CH:29]=[CH:28][CH:27]=[CH:26][CH:25]=1)[CH:9]([CH3:11])[CH3:10])([CH3:4])([CH3:3])[CH3:2].O.[OH-].[Li+].Cl>O1CCOCC1.C(O)CO>[C:1]([O:5][C:6](=[O:31])[NH:7][C@@H:8]([C:12]1[N:22]([CH2:23][C:24]2[CH:25]=[CH:26][CH:27]=[CH:28][CH:29]=2)[C:21](=[O:30])[C:15]2[C:14](=[CH:19][C:18]([Cl:20])=[CH:17][CH:16]=2)[N:13]=1)[CH:9]([CH3:11])[CH3:10])([CH3:3])([CH3:4])[CH3:2] |f:1.2.3,5.6|. Reported procedure: A dry 3-necked, round bottomed flask, equipped with a magnetic stirrer, nitrogen inlet, heating mantle and a water condenser, is charged with 60 mL of 1,4-dioxane/ethylene glycol (2:1), 4.60 g (10 mmol) of (R)-{1-[(2-benzylcarbamoyl-5-chloro-phenylimino)-methyl]-2-methyl-propyl}-carbamic acid tert-butyl ester (a compound of Formula 106, obtained as described in Example 5.3), and 0.46 g (11 mmol) of lithium hydroxide monohydrate. The mixture is heated to reflux and the reaction is monitored by TL...